Task: describe an organic reaction: reactants, conditions, products, and yield. Dataset: the Open Reaction Database (ORD), a public repository of structured organic reaction records Reactants: C(C)OC([C@@H](C[C@@H](C)NC(=O)OC(C)(C)C)C)=O ((2R,4R)-4-tert-butoxycarbonylamino-2-methyl-pentanoic acid ethyl ester), FC(C(=O)O)(F)F (trifluoroacetic acid). Conditions: time 10 minute. Product: FC(C(=O)O)(F)F.C(C)OC([C@@H](C[C@@H](C)N)C)=O ((2R,4R)-4-amino-2-methyl-pentanoic acid ethyl ester trifluoroacetate). As a reaction SMILES: [CH2:1]([O:3][C:4](=[O:18])[C@H:5]([CH3:17])[CH2:6][C@H:7]([NH:9]C(OC(C)(C)C)=O)[CH3:8])[CH3:2].[F:19][C:20]([F:25])([F:24])[C:21]([OH:23])=[O:22]>>[F:19][C:20]([F:25])([F:24])[C:21]([OH:23])=[O:22].[CH2:1]([O:3][C:4](=[O:18])[C@H:5]([CH3:17])[CH2:6][C@H:7]([NH2:9])[CH3:8])[CH3:2] |f:2.3|. Procedure details: Next, (2R,4R)-4-tert-butoxycarbonylamino-2-methyl-pentanoic acid ethyl ester (142 mg, 0.548 mmol) is added to trifluoroacetic acid (5 mL). After 10 minutes, the solvent is removed under reduced pressure. Methylene chloride is added and the solvent is removed under reduced pressure to give (2R,4R)-4-amino-2-methyl-pentanoic acid ethyl ester trifluoroacetate. This material is used directly in the subsequent coupling reaction. Starting materials: C(C)(C)NC1=NC(=NC=C1C(=O)Cl)SC (4-(isopropylamino)-2-(methylthio)pyrimidine-5-carboxylic acid chloride), COC1=CC=C(CN)C=C1 (4-methoxybenzylamine). Solvent: O1CCCC1 (tetrahydrofuran), ClCCl (dichloromethane), O1CCCC1 (tetrahydrofuran). Run at time 8 hour. The product is COC1=CC=C(CNC(=O)C=2C(=NC(=NC2)SC)NC(C)C)C=C1 (N-(4-Methoxybenzyl)-4-(isopropylamino)-2-(methylthio)pyrimidine-5-carboxamide). Yield: 61.0%. As a reaction SMILES: [CH:1]([NH:4][C:5]1[C:10]([C:11](Cl)=[O:12])=[CH:9][N:8]=[C:7]([S:14][CH3:15])[N:6]=1)([CH3:3])[CH3:2].[CH3:16][O:17][C:18]1[CH:25]=[CH:24][C:21]([CH2:22][NH2:23])=[CH:20][CH:19]=1>O1CCCC1.ClCCl>[CH3:16][O:17][C:18]1[CH:25]=[CH:24][C:21]([CH2:22][NH:23][C:11]([C:10]2[C:5]([NH:4][CH:1]([CH3:3])[CH3:2])=[N:6][C:7]([S:14][CH3:15])=[N:8][CH:9]=2)=[O:12])=[CH:20][CH:19]=1. Procedure: To a 0° C. suspension of 4-(isopropylamino)-2-(methylthio)pyrimidine-5-carboxylic acid chloride (as prepared in the above example, Preparation 16) in 30 mL of tetrahydrofuran is added 6.0 mL (46.3 mmol) of 4-methoxybenzylamine and 30 mL of tetrahydrofuran. The reaction suspension is allowed to warm briefly to room temperature, then stored at 0° C. overnight. The reaction mixture is diluted with dichloromethane, washed with 1N HCl and water. The combined aqueous phase is washed with dichlorometha... Reactants: CC(=O)c1ccc(S(=O)(=O)NCCCn2ccnc2)cc1, C[O-], CO, [Li+], COc1cc(OC)c(C=O)cc1C#Cc1ccccc1N, CN(C)C=O. Product: COc1cc(OC)c(C=CC(=O)c2ccc(S(=O)(=O)NCCCn3ccnc3)cc2)cc1C#Cc1ccccc1N. Reaction SMILES: [C:1]([CH3:2])(=[O:3])[c:4]1[cH:5][cH:6][c:7]([S:10](=[O:11])(=[O:12])[NH:13][CH2:14][CH2:15][CH2:16][n:17]2[cH:18][n:19][cH:20][cH:21]2)[cH:8][cH:9]1.[CH3:43][O-:44].[CH3:51][OH:52].[Li+:45].[NH2:22][c:23]1[c:24]([C:29]#[C:30][c:31]2[c:32]([O:41][CH3:42])[cH:33][c:34]([O:39][CH3:40])[c:35]([CH:36]=[O:37])[cH:38]2)[cH:25][cH:26][cH:27][cH:28]1.[O:46]=[CH:47][N:48]([CH3:49])[CH3:50]>>[C:1]([CH:2]=[CH:36][c:35]1[c:34]([O:39][CH3:40])[cH:33][c:32]([O:41][CH3:42])[c:31]([C:30]#[C:29][c:24]2[c:23]([NH2:22])[cH:28][cH:27][cH:26][cH:25]2)[cH:38]1)(=[O:3])[c:4]1[cH:5][cH:6][c:7]([S:10](=[O:11])(=[O:12])[NH:13][CH2:14][CH2:15][CH2:16][n:17]2[cH:18][n:19][cH:20][cH:21]2)[cH:8][cH:9]1. Reactants: O=C(O)C(CC1CCCCC1)N1Cc2ccccc2C1=O, O=C(Nc1nccs1)C(CC1CCCCC1)N1Cc2ccccc2C1=O, Nc1ccc2ccccc2n1. Yields the product O=C(Nc1ccc2ccccc2n1)C(CC1CCCCC1)N1Cc2ccccc2C1=O. Reaction SMILES: [CH:1]1([CH2:7][CH:8]([C:9](=[O:10])[OH:11])[N:12]2[C:13](=[O:21])[c:14]3[cH:15][cH:16][cH:17][cH:18][c:19]3[CH2:20]2)[CH2:2][CH2:3][CH2:4][CH2:5][CH2:6]1.[CH:33]1([CH2:34][CH:35]([N:36]2[CH2:37][c:38]3[c:39]([cH:40][cH:41][cH:42][cH:43]3)[C:44]2=[O:45])[C:46]([NH:47][c:48]2[s:49][cH:50][cH:51][n:52]2)=[O:53])[CH2:54][CH2:55][CH2:56][CH2:57][CH2:58]1.[NH2:22][c:23]1[n:24][c:25]2[cH:26][cH:27][cH:28][cH:29][c:30]2[cH:31][cH:32]1>>[CH:1]1([CH2:7][CH:8]([C:9](=[O:11])[NH:22][c:23]2[n:24][c:25]3[cH:26][cH:27][cH:28][cH:29][c:30]3[cH:31][cH:32]2)[N:12]2[C:13](=[O:21])[c:14]3[cH:15][cH:16][cH:17][cH:18][c:19]3[CH2:20]2)[CH2:2][CH2:3][CH2:4][CH2:5][CH2:6]1. Reactants: ClC1=NC=C(C=C1)[N+](=O)[O-] (2-chloro-5-nitropyridine), [H-].[Na+] (Sodium hydride), CN(C1=C2C=CC=C(C2=CC=C1)S(=O)(=O)N)C (5-dimethylamino-1-naphthalenesulphonamide), [H][H] (hydrogen). Solvent: CN(C=O)C (N,N-dimethylformamide). Reaction conditions: temperature 95 celsius. The product is CN(C1=C2C=CC=C(C2=CC=C1)S(=O)(=O)NC1=NC=C(C=C1)[N+](=O)[O-])C (5(dimethylamino)-N-(5-nitro-2-Pyridyl)-1-naphthalenesulphonamide). Isolated yield 8.1%. RXN SMILES: [H-].[Na+].[CH3:3][N:4]([CH3:19])[C:5]1[CH:14]=[CH:13][CH:12]=[C:11]2[C:6]=1[CH:7]=[CH:8][CH:9]=[C:10]2[S:15]([NH2:18])(=[O:17])=[O:16].[H][H].Cl[C:23]1[CH:28]=[CH:27][C:26]([N+:29]([O-:31])=[O:30])=[CH:25][N:24]=1>CN(C)C=O>[CH3:3][N:4]([CH3:19])[C:5]1[CH:14]=[CH:13][CH:12]=[C:11]2[C:6]=1[CH:7]=[CH:8][CH:9]=[C:10]2[S:15]([NH:18][C:23]1[CH:28]=[CH:27][C:26]([N+:29]([O-:31])=[O:30])=[CH:25][N:24]=1)(=[O:17])=[O:16] |f:0.1|. Procedure: Sodium hydride (60% dispersion in oil; 160 mg) was added to a solution of 5-dimethylamino-1-naphthalenesulphonamide (500 mg) in N,N-dimethylformamide (30 ml). When evolution of hydrogen ceased, 2-chloro-5-nitropyridine (317 mg) was added and the solution was heated at 95° C. for 18 hours. Volatile material was removed by evaporation and water (50 ml) was added to the residue. The mixture was extracted with ethyl acetate (20 ml), and the aqueous layer was neutralised with 0.05M aqueous acetic aci... Starting materials: C(CCC)[Li] (n-butyl lithium), O1C=CC=C1 (furan), C(CCC)C=1NC2=CC=C(C=C2C(N1)=O)C=O (2-butyl-1,4-dihydro-4-oxo-6-quinazolinecarboxaldehyde). As a reaction SMILES: [O:1]1[CH:5]=[CH:4][CH:3]=[CH:2]1.C([Li])CCC.[CH2:11]([C:15]1[NH:16][C:17]2[C:22]([C:23](=[O:25])[N:24]=1)=[CH:21][C:20]([CH:26]=[O:27])=[CH:19][CH:18]=2)[CH2:12][CH2:13][CH3:14]>O1CCCC1>[CH2:11]([C:15]1[NH:16][C:17]2[C:22]([C:23](=[O:25])[N:24]=1)=[CH:21][C:20]([CH:26]([C:2]1[O:1][CH:5]=[CH:4][CH:3]=1)[OH:27])=[CH:19][CH:18]=2)[CH2:12][CH2:13][CH3:14]. The solvent is O1CCCC1 (tetrahydrofuran). Conditions: time 1 hour. Procedure details: To a stirred solution of 7.88 ml of furan in 80 ml of dry tetrahydrofuran is cooled at 0° C. and 47.8 ml of n-butyl lithium (2.5 M in hexanes) is added dropwise. Stirring is continued for 1 hour at 0° C. and the mixture allowed to warm to room temperature. The reaction mixture is cooled to -78° C. and 5.0 g of 2-butyl-1,4-dihydro-4-oxo-6-quinazolinecarboxaldehyde added rapidly. The reaction mixture is stirred for 1.5 hours at -78° C., quenched with 100 ml of saturated ammonium chloride, allowed ... Product: C(CCC)C=1NC2=CC=C(C=C2C(N1)=O)C(O)C=1OC=CC1 (2-Butyl-6-(2-furanylhydroxymethyl)-4(1H)-quinazolinone). Starting materials: C(CCCCCCCCCCC)N1C(=CC=C1C)C1=CC=C(C=C1)O (4-(1-dodecyl-5-methyl-1H-pyrrol-2-yl)phenol), O[C@H](C(=O)OCC)CC1=CC=CC=C1 (ethyl (S)-2-hydroxy-3-phenylpropanoate), C1(=CC=CC=C1)P(C1=CC=CC=C1)C1=CC=CC=C1 (triphenylphosphine), N(=NC(=O)OCC)C(=O)OCC (diethyl azodicarboxylate). Yield: 33.0%. Product: C(CCCCCCCCCCC)N1C(=CC=C1C)C1=CC=C(O[C@@H](C(=O)OCC)CC2=CC=CC=C2)C=C1 (Ethyl (2R)-2-[4-(1-dodecyl-5-methyl-1H-pyrrol-2-yl)phenoxy]-3-phenylpropanoate). The solvent is C1(=CC=CC=C1)C (toluene). RXN SMILES: [CH2:1]([N:13]1[C:17]([CH3:18])=[CH:16][CH:15]=[C:14]1[C:19]1[CH:24]=[CH:23][C:22]([OH:25])=[CH:21][CH:20]=1)[CH2:2][CH2:3][CH2:4][CH2:5][CH2:6][CH2:7][CH2:8][CH2:9][CH2:10][CH2:11][CH3:12].O[C@@H:27]([CH2:33][C:34]1[CH:39]=[CH:38][CH:37]=[CH:36][CH:35]=1)[C:28]([O:30][CH2:31][CH3:32])=[O:29].C1(P(C2C=CC=CC=2)C2C=CC=CC=2)C=CC=CC=1.N(C(OCC)=O)=NC(OCC)=O>C1(C)C=CC=CC=1>[CH2:1]([N:13]1[C:17]([CH3:18])=[CH:16][CH:15]=[C:14]1[C:19]1[CH:24]=[CH:23][C:22]([O:25][C@H:27]([CH2:33][C:34]2[CH:35]=[CH:36][CH:37]=[CH:38][CH:39]=2)[C:28]([O:30][CH2:31][CH3:32])=[O:29])=[CH:21][CH:20]=1)[CH2:2][CH2:3][CH2:4][CH2:5][CH2:6][CH2:7][CH2:8][CH2:9][CH2:10][CH2:11][CH3:12]. Reported procedure: To a solution of 4-(1-dodecyl-5-methyl-1H-pyrrol-2-yl)phenol (2.97 g, 8.70 mmol), ethyl (S)-2-hydroxy-3-phenylpropanoate (1.86 g, 9.58 mmol) and triphenylphosphine (2.51 g, 9.57 mmol) in toluene (120 ml) was added diethyl azodicarboxylate (1.67 g, 9.57 mmol) and the mixture was refluxed for 20 hours under heating. The insoluble matter was filtered out and the filtrate was diluted with ethyl acetate. The obtained solution was washed with water and dried over magnesium sulfate anhydride, and the s...